The task is: describe an organic reaction: reactants, conditions, products, and yield. This data is from the Open Reaction Database (ORD), a public repository of structured organic reaction records. The reactants are C1(=CC=CC=C1)C(C1=CC=CC=C1)(C1=CC=CC=C1)NC=1SC=C(N1)/C(/C(=O)[O-])=N/OC(C1=CC=CC=C1)(C1=CC=CC=C1)C1=CC=CC=C1.[Na+] (Sodium 2-(2-triphenylmethylaminothiazol-4-yl)-2-Z-triphenylmethoxyiminoacetate), CS(=O)(=O)Cl (methanesulphonyl chloride), N[C@H]1[C@@H]2N(C(=C(CS2)CC2C=CC(O2)=O)C(=O)OC(C2=CC=CC=C2)C2=CC=CC=C2)C1=O (diphenylmethyl 7β-amino-3-[(5RS)-2,5-dihydro-2-oxofuran-5-ylmethyl]ceph-3-em-4-carboxylate). The solvent is CN(C)C=O (DMF), CN(C)C=O (DMF). Yields the product NC=1SC=C(N1)/C(/C(=O)N[C@H]1[C@@H]2N(C(=C(CS2)CC2C=CC(O2)=O)C(=O)O)C1=O)=N/O (7β-[2-(2-Aminothiazol-4-yl)-2-Z-hydroxyiminoacetamido]-3-(2,5-dihydro-2-oxofuran-5-ylmethyl)ceph-3-em-4-carboxylic acid). The yield is 82.8%. As a reaction SMILES: C1(C([NH:20][C:21]2[S:22][CH:23]=[C:24](/[C:26](=[N:30]/[O:31]C(C3C=CC=CC=3)(C3C=CC=CC=3)C3C=CC=CC=3)/[C:27]([O-:29])=O)[N:25]=2)(C2C=CC=CC=2)C2C=CC=CC=2)C=CC=CC=1.[Na+].CS(Cl)(=O)=O.[NH2:57][C@@H:58]1[C:88](=[O:89])[N:60]2[C:61]([C:72]([O:74]C(C3C=CC=CC=3)C3C=CC=CC=3)=[O:73])=[C:62]([CH2:65][CH:66]3[O:70][C:69](=[O:71])[CH:68]=[CH:67]3)[CH2:63][S:64][C@H:59]12>CN(C=O)C>[NH2:20][C:21]1[S:22][CH:23]=[C:24](/[C:26](=[N:30]/[OH:31])/[C:27]([NH:57][C@@H:58]2[C:88](=[O:89])[N:60]3[C:61]([C:72]([OH:74])=[O:73])=[C:62]([CH2:65][CH:66]4[O:70][C:69](=[O:71])[CH:68]=[CH:67]4)[CH2:63][S:64][C@H:59]23)=[O:29])[N:25]=1 |f:0.1|. Reported procedure: Sodium 2-(2-triphenylmethylaminothiazol-4-yl)-2-Z-triphenylmethoxyiminoacetate (1.33 g) in DMF (5 mls) was activated with methanesulphonyl chloride (0.148 mls) as described in example 7(a). Treatment with diphenylmethyl 7β-amino-3-[(5RS)-2,5-dihydro-2-oxofuran-5-ylmethyl]ceph-3-em-4-carboxylate (0.737 g) in DMF (5 mls), work up and purification by repeated flash, silica gel chromatography afforded major isomer of the title compound, (0.614 g, 35%), νmax 3380(w), 1785, 1770 (shoulder), 1755 (shou... The reactants are NC=1C(=C(C=C(C1)C(F)(F)F)NS(=O)(=O)C)OC (N-(3-amino-2-methoxy-5-trifluoromethyl-phenyl)-methanesulfonamide), COC(C1=CC(=C(C=C1)C)N1C=NC(=C1)C=1C=NN(C1CC)C1=CC=CC=C1)=O (3-[4-(5-ethyl-1-phenyl-1H-pyrazol-4-yl)-imidazol-1-yl]-4-methyl-benzoic acid methyl ester). Procedure: Example 159 was prepared from N-(3-amino-2-methoxy-5-trifluoromethyl-phenyl)-methanesulfonamide and 3-[4-(5-ethyl-1-phenyl-1H-pyrazol-4-yl)-imidazol-1-yl]-4-methyl-benzoic acid methyl ester (Example 151) in the same manner as Example 151. ESI MS m/z 639 [C31H29F3N6O4S+H]+. Reaction SMILES: [NH2:1][C:2]1[C:3]([O:17][CH3:18])=[C:4]([NH:12][S:13]([CH3:16])(=[O:15])=[O:14])[CH:5]=[C:6]([C:8]([F:11])([F:10])[F:9])[CH:7]=1.C[O:20][C:21](=O)[C:22]1[CH:27]=[CH:26][C:25]([CH3:28])=[C:24]([N:29]2[CH:33]=[C:32]([C:34]3[CH:35]=[N:36][N:37]([C:41]4[CH:46]=[CH:45][CH:44]=[CH:43][CH:42]=4)[C:38]=3[CH2:39][CH3:40])[N:31]=[CH:30]2)[CH:23]=1>>[CH2:39]([C:38]1[N:37]([C:41]2[CH:42]=[CH:43][CH:44]=[CH:45][CH:46]=2)[N:36]=[CH:35][C:34]=1[C:32]1[N:31]=[CH:30][N:29]([C:24]2[CH:23]=[C:22]([CH:27]=[CH:26][C:25]=2[CH3:28])[C:21]([NH:1][C:2]2[CH:7]=[C:6]([C:8]([F:9])([F:11])[F:10])[CH:5]=[C:4]([NH:12][S:13]([CH3:16])(=[O:15])=[O:14])[C:3]=2[O:17][CH3:18])=[O:20])[CH:33]=1)[CH3:40]. Yields the product C(C)C1=C(C=NN1C1=CC=CC=C1)C=1N=CN(C1)C=1C=C(C(=O)NC2=C(C(=CC(=C2)C(F)(F)F)NS(=O)(=O)C)OC)C=CC1C (3-[4-(5-Ethyl-1-phenyl-1H-pyrazol-4-yl)-imidazol-1-yl]-N-(3-methanesulfonylamino-2-methoxy-5-trifluoromethyl-phenyl)-4-methyl-benzamide). The reactants are N1=C(C=CC=C1)C(=O)O (picolinic acid), NCCSCC(=O)N (2-(2-aminoethylthio)acetamide), C=1C=CC2=C(C1)N=NN2O (HOBt), C1CCC(CC1)N=C=NC2CCCCC2 (DCC). Run in ClCCl (dichloromethane). Conditions: time 30 minute. Product: N1(CCCCC1)CC=1C=C(OCCCC(C(=O)N)SCCNC(=O)C2=NC=CC=C2)C=CC1 (3-[3-(piperidinomethyl)phenoxy]propyl-2-[2-(2-pyridinecarbonylamino)ethylthio]acetamide). RXN SMILES: [N:1]1[CH:6]=[CH:5][CH:4]=[CH:3][C:2]=1[C:7]([OH:9])=O.[CH:10]1[CH:11]=[CH:12][C:13]2N(O)N=N[C:14]=2[CH:15]=1.C1CCC(N=[C:27]=[N:28][CH:29]2[CH2:34][CH2:33][CH2:32][CH2:31]C2)CC1.[NH2:35][CH2:36][CH2:37][S:38][CH2:39][C:40]([NH2:42])=[O:41]>ClCCl>[N:28]1([CH2:27][C:10]2[CH:15]=[C:14]([CH:13]=[CH:12][CH:11]=2)[O:9][CH2:7][CH2:2][CH2:3][CH:39]([S:38][CH2:37][CH2:36][NH:35][C:7]([C:2]2[CH:3]=[CH:4][CH:5]=[CH:6][N:1]=2)=[O:9])[C:40]([NH2:42])=[O:41])[CH2:29][CH2:34][CH2:33][CH2:32][CH2:31]1. Procedure details: There was suspended 1.38 g (0.011 mol) of picolinic acid in 50 mg of dichloromethane and added 1.68 g (0.0 11 mol) of HOBt and 2.26 g (0.011 mol) of DCC under cooling with ice and the mixture was stirred for 30 minutes. Thereto was added 4.0 g (0.011 mol) of N-3-[3-(piperidinomethyl)phenoxy]propyl]-2-(2-aminoethylthio)acetamide and the mixture was stirred for 18 hours at room temperature. The precipitate was filtrated off, and the filtrate was washed with 10% 5 aqueous solution of sodium hydroxi...